From a dataset of the Open Reaction Database (ORD), a public repository of structured organic reaction records. describe an organic reaction: reactants, conditions, products, and yield The reactants are ClC=1C=C(C(=O)OC)C=CC1O (methyl 3-chloro-4-hydroxybenzoate), BrC=1C=C(C(=O)OC)C=C(C1)OC(C)C (methyl 3-bromo-5-isopropoxybenzoate). The product is ClC=1C=C(C(=O)OC)C=CC1OC(C)C (Methyl 3-chloro-4-isopropoxybenzoate). Reaction SMILES: [Cl:1][C:2]1[CH:3]=[C:4]([CH:9]=[CH:10][C:11]=1[OH:12])[C:5]([O:7][CH3:8])=[O:6].Br[C:14]1[CH:15]=C(C=C(OC(C)C)[CH:23]=1)C(OC)=O>>[Cl:1][C:2]1[CH:3]=[C:4]([CH:9]=[CH:10][C:11]=1[O:12][CH:14]([CH3:15])[CH3:23])[C:5]([O:7][CH3:8])=[O:6]. Procedure details: Prepared from methyl 3-chloro-4-hydroxybenzoate according to the procedure for methyl 3-bromo-5-isopropoxybenzoate. LCMS-ESI (m/z) calculated for C11H13ClO3: 228.7. found 229.1 [M+H]+, tR=3.90 min. 1H NMR (400 MHz, CDCl3) δ 8.05 (d, J=2.1 Hz, 1H), 7.89 (dd, J=8.7, 2.2 Hz, 1H), 6.94 (d, J=8.8 Hz, 1H), 4.67 (dt, J=12.2, 6.1 Hz, 1H), 3.89 (s, 3H), 1.37 (dd, J=34.4, 30.1 Hz, 6H). Reactants: CN(/C=C/C(=O)C1=NN(C=CC1=O)C1=CC=C(C=C1)OCC(F)(F)F)C (3-((E)-3-Dimethylamino-acryloyl)-1-[4-(2,2,2-trifluoro-ethoxy)-phenyl]-1H-pyridazin-4-one), C1(=CC=CC=C1)NN (phenylhydrazine). The product is C1(=CC=CC=C1)N1N=CC=C1C1=NN(C=CC1=O)C1=CC=C(C=C1)OCC(F)(F)F (3-(2-Phenyl-2H-pyrazol-3-yl)-1-[4-(2,2,2-trifluoro-ethoxy)-phenyl]-1H-pyridazin-4-one). As a reaction SMILES: CN(C)/[CH:3]=[CH:4]/[C:5]([C:7]1[C:12](=[O:13])[CH:11]=[CH:10][N:9]([C:14]2[CH:19]=[CH:18][C:17]([O:20][CH2:21][C:22]([F:25])([F:24])[F:23])=[CH:16][CH:15]=2)[N:8]=1)=O.[C:27]1([NH:33][NH2:34])[CH:32]=[CH:31][CH:30]=[CH:29][CH:28]=1>>[C:27]1([N:33]2[C:5]([C:7]3[C:12](=[O:13])[CH:11]=[CH:10][N:9]([C:14]4[CH:19]=[CH:18][C:17]([O:20][CH2:21][C:22]([F:24])([F:23])[F:25])=[CH:16][CH:15]=4)[N:8]=3)=[CH:4][CH:3]=[N:34]2)[CH:32]=[CH:31][CH:30]=[CH:29][CH:28]=1. Procedure details: The product was obtained starting from 3-((E)-3-Dimethylamino-acryloyl)-1-[4-(2,2,2-trifluoro-ethoxy)-phenyl]-1H-pyridazin-4-one (A-32) and phenylhydrazine according to the method described for example 43. MS: M=413.1 (M+H)+ Starting materials: O(S(=O)(=O)C(F)(F)F)[Si](C)(C)C (trimethylsilyl triflate), C(C)(=O)OC1C(OC(C1OCC1=CC=CC=C1)(C=C)C(O[SiH2]C(C)(C)C)(C1=CC=CC=C1)C1=CC=CC=C1)OC(C)=O (Acetic acid 3-acetoxy-4-benzyloxy-5-(tert-butyl-diphenyl-silanyloxymethyl)-5-vinyl-tetrahydro-furan-2-yl ester), C(C1=CC=CC=C1)(=O)NC1=C2NC=NC2=NC=N1 (N6-benzoyl adenine). Solvent: C(C)#N (acetonitrile). The product is C(C1=CC=CC=C1)(=O)NC1=C2N=CN(C2=NC=N1)C1OC(C(C1OC(C)=O)OCC1=CC=CC=C1)(C=C)C(O[SiH2]C(C)(C)C)(C1=CC=CC=C1)C1=CC=CC=C1 (Acetic acid 2-(6-benzoylamino-purin-9-yl)-4-benzyloxy-5-(tert-butyl-diphenyl-silanyloxymethyl)-5-vinyl-tetrahydro-furan-3-yl ester). The yield is 68.0%. As a reaction SMILES: [C:1]([O:4][CH:5]1[CH:9]([O:10][CH2:11][C:12]2[CH:17]=[CH:16][CH:15]=[CH:14][CH:13]=2)[C:8]([C:20]([C:33]2[CH:38]=[CH:37][CH:36]=[CH:35][CH:34]=2)([C:27]2[CH:32]=[CH:31][CH:30]=[CH:29][CH:28]=2)[O:21][SiH2:22][C:23]([CH3:26])([CH3:25])[CH3:24])([CH:18]=[CH2:19])[O:7][CH:6]1OC(=O)C)(=[O:3])[CH3:2].O([Si](C)(C)C)S(C(F)(F)F)(=O)=O.[C:55]([NH:63][C:64]1[N:72]=[CH:71][N:70]=[C:69]2[C:65]=1[NH:66][CH:67]=[N:68]2)(=[O:62])[C:56]1[CH:61]=[CH:60][CH:59]=[CH:58][CH:57]=1>C(#N)C>[C:55]([NH:63][C:64]1[N:72]=[CH:71][N:70]=[C:69]2[C:65]=1[N:66]=[CH:67][N:68]2[CH:6]1[CH:5]([O:4][C:1](=[O:3])[CH3:2])[CH:9]([O:10][CH2:11][C:12]2[CH:13]=[CH:14][CH:15]=[CH:16][CH:17]=2)[C:8]([C:20]([C:33]2[CH:34]=[CH:35][CH:36]=[CH:37][CH:38]=2)([C:27]2[CH:28]=[CH:29][CH:30]=[CH:31][CH:32]=2)[O:21][SiH2:22][C:23]([CH3:24])([CH3:25])[CH3:26])([CH:18]=[CH2:19])[O:7]1)(=[O:62])[C:56]1[CH:61]=[CH:60][CH:59]=[CH:58][CH:57]=1. Procedure details: A flask was charged with Acetic acid 3-acetoxy-4-benzyloxy-5-(tert-butyl-diphenyl-silanyloxymethyl)-5-vinyl-tetrahydro-furan-2-yl ester, acetonitrile, the trimethylsilyl triflate (TMSOTf). To the reaction was added N6-benzoyl adenine. The reaction was stirred, extracted, and the solvent was evaporated to provide the titled compound in 68% yield. Starting materials: COC1=C(C(=C(C(=C1)C)S(=O)(=O)N[C@@H](C(=O)O)[C@H](C)O)C)C (2(R)-(4-methoxy-2,3,6-trimethylbenzenesulfonylamino)-3(S)-hydroxybutyric acid), C([O-])([O-])=O.[K+].[K+] (potassium carbonate), [I-].[Li+] (lithium iodide), C1OC=2C=C(CCl)C=CC2O1 (3,4-methylenedioxybenzyl chloride). Run in CN(C=O)C (dimethylformamide), C(Cl)Cl (methylene chloride). Conditions: time 2 hour. Yields the product C1OC=2C=C(COC([C@@H]([C@H](C)O)NS(=O)(=O)C3=C(C(=C(C=C3C)OC)C)C)=O)C=CC2O1 (2(R)-(4-methoxy-2,3,6-trimethylbenzenesulfonylamino)-3(S)-hydroxy-butyric acid 3,4-methylenedioxybenzyl ester). As a reaction SMILES: [CH3:1][O:2][C:3]1[CH:8]=[C:7]([CH3:9])[C:6]([S:10]([NH:13][C@H:14]([C@@H:18]([OH:20])[CH3:19])[C:15]([OH:17])=[O:16])(=[O:12])=[O:11])=[C:5]([CH3:21])[C:4]=1[CH3:22].C(=O)([O-])[O-].[K+].[K+].[CH2:29]1[O:39][C:38]2[CH:37]=[CH:36][C:33]([CH2:34]Cl)=[CH:32][C:31]=2[O:30]1.[I-].[Li+]>CN(C)C=O.C(Cl)Cl>[CH2:29]1[O:39][C:38]2[CH:37]=[CH:36][C:33]([CH2:34][O:16][C:15](=[O:17])[C@H:14]([NH:13][S:10]([C:6]3[C:7]([CH3:9])=[CH:8][C:3]([O:2][CH3:1])=[C:4]([CH3:22])[C:5]=3[CH3:21])(=[O:11])=[O:12])[C@@H:18]([OH:20])[CH3:19])=[CH:32][C:31]=2[O:30]1 |f:1.2.3,5.6|. Procedure details: To a solution of 2(R)-(4-methoxy-2,3,6-trimethylbenzenesulfonylamino)-3(S)-hydroxybutyric acid (29.13 g, 87.9 mmol) in dimethylformamide (280 mL) at 0° C., was added potassium carbonate (72.9 g, 527 mmol) and a solution of 3,4-methylenedioxybenzyl chloride ((60 g, 170.8 mmol, 50% (w/w)) in methylene chloride. After 2 h, lithium iodide (5.88 g, 44 mmol) was added and the reaction mixture was warmed to rt. over 2 h. After 6 h, the reaction mixture was partitioned between ethyl acetate (600 mL) and... Reactants: FC=1C(N(C=C(C1)B1OC(C(O1)(C)C)(C)C)C)=O (3-Fluoro-1-methyl-5-(4,4,5,5-tetramethyl-1,3,2-dioxaborolan-2-yl)pyridin-2-one), BrC1=C(C=CC(=C1)S(=O)(=O)C)OCC1CC1 (2-bromo-1-(cyclopropylmethoxy)-4-methanesulfonylbenzene). The reagents and catalysts are C1=CC=C(C=C1)P([C-]2C=CC=C2)C3=CC=CC=C3.C1=CC=C(C=C1)P([C-]2C=CC=C2)C3=CC=CC=C3.Cl[Pd]Cl.[Fe+2] (Pd(dppf)Cl2). Run in O1CCOCC1 (1,4-dioxane), C([O-])(O)=O (bicarbonate). Product: C1(CC1)COC1=C(C=C(C=C1)S(=O)(=O)C)C=1C=C(C(N(C1)C)=O)F (5-[2-(cyclopropylmethoxy)-5-methylsulfonylphenyl]-3-fluoro-1-methylpyridin-2-one). Yield: 39.1%. Reaction SMILES: [F:1][C:2]1[C:3](=[O:18])[N:4]([CH3:17])[CH:5]=[C:6](B2OC(C)(C)C(C)(C)O2)[CH:7]=1.Br[C:20]1[CH:25]=[C:24]([S:26]([CH3:29])(=[O:28])=[O:27])[CH:23]=[CH:22][C:21]=1[O:30][CH2:31][CH:32]1[CH2:34][CH2:33]1>O1CCOCC1.C(=O)(O)[O-].C1C=CC(P(C2C=CC=CC=2)[C-]2C=CC=C2)=CC=1.C1C=CC(P(C2C=CC=CC=2)[C-]2C=CC=C2)=CC=1.Cl[Pd]Cl.[Fe+2]>[CH:32]1([CH2:31][O:30][C:21]2[CH:20]=[CH:25][C:24]([S:26]([CH3:29])(=[O:28])=[O:27])=[CH:23][C:22]=2[C:6]2[CH:7]=[C:2]([F:1])[C:3](=[O:18])[N:4]([CH3:17])[CH:5]=2)[CH2:33][CH2:34]1 |f:4.5.6.7|. Reported procedure: 3-Fluoro-1-methyl-5-(4,4,5,5-tetramethyl-1,3,2-dioxaborolan-2-yl)pyridin-2-one (40 mg, 0.16 mmol), 2-bromo-1-(cyclopropylmethoxy)-4-methanesulfonylbenzene (49 mg, 0.16 mmol), and Pd(dppf)Cl2 (12 mg, 10%) in 1,4-dioxane (880 μL) and saturated bicarbonate solution (aq) (220 μL) were reacted, worked up, and purified in a manner similar to Example 117. The title compound (22 mg, 46%) was obtained as a tan solid. 1H NMR (400 MHz, DMSO-d6) δ 0.31-0.42 (m, 2H) 0.53-0.63 (m, 2H) 1.17-1.34 (m, 1H) 3.20 (...